From a dataset of the Open Reaction Database (ORD), a public repository of structured organic reaction records. describe an organic reaction: reactants, conditions, products, and yield Reported procedure: A mixture of N,N-dimethyl-2-[6-phenyl-2-(4-trifluoromethyl-phenyl)-4-pyrimidinylamino]acetamide (15.9 g), N-chlorosuccinimide (6.4 g) and acetic acid (80 ml) is stirred at 90° C. for 1.5 hour. The reaction mixture is concentrated under reduced pressure, and water and chloroform are added to the residue. The mixture is neutralized with an aqueous sodium hydroxide solution (1 mol/L), and the chloroform layer is separated. The chloroform layer is dried over anhydrous sodium sulfate, concentrated un... As a reaction SMILES: [CH3:1][N:2]([CH3:29])[C:3](=[O:28])[CH2:4][NH:5][C:6]1[CH:11]=[C:10]([C:12]2[CH:17]=[CH:16][CH:15]=[CH:14][CH:13]=2)[N:9]=[C:8]([C:18]2[CH:23]=[CH:22][C:21]([C:24]([F:27])([F:26])[F:25])=[CH:20][CH:19]=2)[N:7]=1.[Cl:30]N1C(=O)CCC1=O>C(O)(=O)C>[Cl:30][C:11]1[C:6]([NH:5][CH2:4][C:3]([N:2]([CH3:29])[CH3:1])=[O:28])=[N:7][C:8]([C:18]2[CH:19]=[CH:20][C:21]([C:24]([F:27])([F:25])[F:26])=[CH:22][CH:23]=2)=[N:9][C:10]=1[C:12]1[CH:13]=[CH:14][CH:15]=[CH:16][CH:17]=1. Conditions: temperature 90 celsius, time 1.5 hour. The reactants are CN(C(CNC1=NC(=NC(=C1)C1=CC=CC=C1)C1=CC=C(C=C1)C(F)(F)F)=O)C (N,N-dimethyl-2-[6-phenyl-2-(4-trifluoromethyl-phenyl)-4-pyrimidinylamino]acetamide), ClN1C(CCC1=O)=O (N-chlorosuccinimide). Run in C(C)(=O)O (acetic acid). Yields the product ClC=1C(=NC(=NC1C1=CC=CC=C1)C1=CC=C(C=C1)C(F)(F)F)NCC(=O)N(C)C (2-[5-chloro-6-phenyl-2-(4-trifluoromethylphenyl)-4-pyrimidinylamino]-N,N-dimethylacetamide). The yield is 92.7%. Starting materials: CC(C)(C)CC1NC(C(=O)Nc2ccc(C(=O)OC(C)(C)C)cc2)C(c2cccc(Cl)c2F)C1(C#N)c1ccc(Cl)cc1F, ClCCl, O=C(O)C(F)(F)F. Yields the product CC(C)(C)CC1NC(C(=O)Nc2ccc(C(=O)O)cc2)C(c2cccc(Cl)c2F)C1(C#N)c1ccc(Cl)cc1F. As a reaction SMILES: [C:1]([CH3:2])([CH3:3])([CH3:4])[O:5][C:6]([c:7]1[cH:8][cH:9][c:10]([NH:13][C:14](=[O:15])[CH:16]2[NH:17][CH:18]([CH2:39][C:40]([CH3:41])([CH3:42])[CH3:43])[C:19]([C:29]#[N:30])([c:31]3[c:32]([F:38])[cH:33][c:34]([Cl:37])[cH:35][cH:36]3)[CH:20]2[c:21]2[c:22]([F:28])[c:23]([Cl:27])[cH:24][cH:25][cH:26]2)[cH:11][cH:12]1)=[O:44].[CH2:52]([Cl:53])[Cl:54].[F:45][C:46]([F:47])([F:48])[C:49]([OH:50])=[O:51]>>[O:5]=[C:6]([c:7]1[cH:8][cH:9][c:10]([NH:13][C:14](=[O:15])[CH:16]2[NH:17][CH:18]([CH2:39][C:40]([CH3:41])([CH3:42])[CH3:43])[C:19]([C:29]#[N:30])([c:31]3[c:32]([F:38])[cH:33][c:34]([Cl:37])[cH:35][cH:36]3)[CH:20]2[c:21]2[c:22]([F:28])[c:23]([Cl:27])[cH:24][cH:25][cH:26]2)[cH:11][cH:12]1)[OH:44]. Reactants: ClC1=C(C=C(CNC(=O)C2(CC2)C(F)(F)F)C=C1[N+](=O)[O-])F (N-(4-chloro-3-fluoro-5-nitrobenzyl)-1-trifluoromethyl-cyclopropanecarboxamide). The reagents and catalysts are [Ni] (Ra—Ni). Run in C1CCOC1 (THF). The product is NC=1C=C(CNC(=O)C2(CC2)C(F)(F)F)C=C(C1Cl)F (N-(3-Amino-4-chloro-5-fluoro-benzyl)-1-trifluoromethyl-cyclopropanecarboxamide). Reaction SMILES: [Cl:1][C:2]1[C:18]([N+:19]([O-])=O)=[CH:17][C:5]([CH2:6][NH:7][C:8]([C:10]2([C:13]([F:16])([F:15])[F:14])[CH2:12][CH2:11]2)=[O:9])=[CH:4][C:3]=1[F:22]>[Ni].C1COCC1>[NH2:19][C:18]1[CH:17]=[C:5]([CH:4]=[C:3]([F:22])[C:2]=1[Cl:1])[CH2:6][NH:7][C:8]([C:10]1([C:13]([F:14])([F:15])[F:16])[CH2:11][CH2:12]1)=[O:9]. Procedure: H2 was passed through a shaken mixture of N-(4-chloro-3-fluoro-5-nitrobenzyl)-1-trifluoromethyl-cyclopropanecarboxamide (980 mg, 2.88 mmol), Ra—Ni (17 mg, 0.29 mmol) and THF (50 mL) at rt for 1.5 h. The mixture was filtered through celite and concentrated. The reactants are Cl.ClC1=C(N2N=C3C(=C2N=C1C)CN(C3(C)C)C(=O)C3=C(C=CC=C3)OC3CCNCC3)C ((6-chloro-1,1,5,7-tetramethyl-1H,3H-2,4,7a,8-tetraaza-cyclopenta[a]inden-2-yl)-[2-(piperidin-4-yloxy)-phenyl]-methanone hydrochloride), C=O (paraformaldehyde), C(C)(=O)O[BH-](OC(C)=O)OC(C)=O.[Na+] (sodium triacetoxyborohydride), CC(=O)O (AcOH), [OH-].[Na+] (NaOH). The solvent is ClCCCl (DCE). Product: ClC1=C(N2N=C3C(=C2N=C1C)CN(C3(C)C)C(=O)C3=C(C=CC=C3)OC3CCN(CC3)C)C ((6-chloro-1,1,5,7-tetramethyl-1H,3H-2,4,7a,8-tetraaza-cyclopenta[a]inden-2-yl)-[2-(1-methyl-piperidin-4-yloxy)-phenyl]-methanone). The yield is 79.6%. RXN SMILES: Cl.[Cl:2][C:3]1[C:11]([CH3:12])=[N:10][C:9]2[N:5]([N:6]=[C:7]3[C:15]([CH3:17])([CH3:16])[N:14]([C:18]([C:20]4[CH:25]=[CH:24][CH:23]=[CH:22][C:21]=4[O:26][CH:27]4[CH2:32][CH2:31][NH:30][CH2:29][CH2:28]4)=[O:19])[CH2:13][C:8]3=2)[C:4]=1[CH3:33].C=O.[C:36](O[BH-](OC(=O)C)OC(=O)C)(=O)C.[Na+].CC(O)=O.[OH-].[Na+]>ClCCCl>[Cl:2][C:3]1[C:11]([CH3:12])=[N:10][C:9]2[N:5]([N:6]=[C:7]3[C:15]([CH3:16])([CH3:17])[N:14]([C:18]([C:20]4[CH:25]=[CH:24][CH:23]=[CH:22][C:21]=4[O:26][CH:27]4[CH2:28][CH2:29][N:30]([CH3:36])[CH2:31][CH2:32]4)=[O:19])[CH2:13][C:8]3=2)[C:4]=1[CH3:33] |f:0.1,3.4,6.7|. Reported procedure: A mixture of Example 100 (100 mg; 0.22 mmol; 1 eq.), paraformaldehyde (60 mg; 0.66 mmol; 3 eq.), sodium triacetoxyborohydride (93 mg; 0.44 mmol; 2 eq.) and AcOH (13 μL; 0.22 mmol; 1 eq.) in DCE (5 mL) was stirred at 65° C. for 16 hours. 1M NaOH was added and the two phases separated. The aqueous layer was extracted with DCM (2×). The combined organic phase was dried over magnesium sulfate and concentrated in vacuo. Purification by column chromatography (5% to 20% MeOH in DCM) afforded the title ... Starting materials: IC=1C=C(C=CC1)O (3-iodophenol), [Si](C1=CC=CC=C1)(C1=CC=CC=C1)(C(C)(C)C)Cl (tert-butyldiphenylsilylchloride), N1C=NC=C1 (imidazole). Run in CN(C)C=O (DMF). The product is [Si](C1=CC=CC=C1)(C1=CC=CC=C1)(C(C)(C)C)OC=1C=C(C=CC1)I (3-(tert-butyldiphenylsilyl)oxy-1-iodobenzene). RXN SMILES: [I:1][C:2]1[CH:3]=[C:4]([OH:8])[CH:5]=[CH:6][CH:7]=1.[Si:9](Cl)([C:22]([CH3:25])([CH3:24])[CH3:23])([C:16]1[CH:21]=[CH:20][CH:19]=[CH:18][CH:17]=1)[C:10]1[CH:15]=[CH:14][CH:13]=[CH:12][CH:11]=1.N1C=CN=C1>CN(C=O)C>[Si:9]([O:8][C:4]1[CH:3]=[C:2]([I:1])[CH:7]=[CH:6][CH:5]=1)([C:22]([CH3:25])([CH3:24])[CH3:23])([C:16]1[CH:17]=[CH:18][CH:19]=[CH:20][CH:21]=1)[C:10]1[CH:15]=[CH:14][CH:13]=[CH:12][CH:11]=1. Reported procedure: A solution of 3-iodophenol (3.36 g, 15.3 mmol), tert-butyldiphenylsilylchloride (4.17 mL, 16.0 mmol), and imidazole (1.48 g, 21.7 mmol) in DMF (30 mL) was heated to 60° C. for 72 hours. The solvent was removed in vacuo and the residue partitioned between saturated sodium bicarbonate (50 mL) and methylene chloride (50 mL). The layers were separated and the aqueous layer washed with methylene chloride (2×50 mL). The combined organic layers were dried over sodium sulfate, filtered, and concentrated... Reactants: C(C1=CC=CC=C1)OC(=O)N[C@@H](CC(=O)OC(C)(C)C)COCOC (tert-butyl(3S)-3-{[(benzyloxy)carbonyl]amino}-4-(methoxymethoxy)butanoate), [H][H] (hydrogen). The reagents and catalysts are [Pd] (Pd—C), [Pd] (Pd—C). Run in CO (methanol). Conditions: time 1.5 hour. Yields the product N[C@@H](CC(=O)OC(C)(C)C)COCOC (tert-butyl(3S)-3-amino-4-(methoxymethoxy)butanoate). Isolated yield 83.5%. As a reaction SMILES: C(OC([NH:11][C@H:12]([CH2:21][O:22][CH2:23][O:24][CH3:25])[CH2:13][C:14]([O:16][C:17]([CH3:20])([CH3:19])[CH3:18])=[O:15])=O)C1C=CC=CC=1.[H][H]>CO.[Pd]>[NH2:11][C@H:12]([CH2:21][O:22][CH2:23][O:24][CH3:25])[CH2:13][C:14]([O:16][C:17]([CH3:20])([CH3:18])[CH3:19])=[O:15]. Reported procedure: To a solution of tert-butyl(3S)-3-{[(benzyloxy)carbonyl]amino}-4-(methoxymethoxy)butanoate (16.3 g, 53 mmol) in methanol (150 ml) was added 10% Pd—C (3.3 g) and the mixture was stirred for 6 hours at a hydrogen atmosphere. Additional 10% Pd—C (0.75 g) was added thereto and the mixture was stirred for 1.5 hours. After removal of catalyst by filtration, the solvent was removed in vacuo to give tert-butyl(3S)-3-amino-4-(methoxymethoxy)butanoate (9.7 g, 84%). Reactants: FC=1C=C(C=CC1O)NC(CC(=O)NC1=CC=C(C=C1)F)=O (N1-(3-Fluoro-4-hydroxyphenyl)-N3-(4-fluorophenyl)malonamide), [H-].[Na+] (sodium hydride), Cl.ClC1=C(C=NC=C1)[N+](=O)[O-] (4-chloro-3-nitropyridine hydrochloride). Solvent: CCOC(=O)C (EtOAc), CN(C)C=O (DMF). Run at time 10 minute. Product: FC=1C=C(C=CC1OC1=C(C=NC=C1)[N+](=O)[O-])N (3-Fluoro-4-(3-nitropyridin-4-yloxy)benzenamine). Yield: 60.2%. Reaction SMILES: [F:1][C:2]1[CH:3]=[C:4]([NH:9]C(=O)CC(NC2C=CC(F)=CC=2)=O)[CH:5]=[CH:6][C:7]=1[OH:8].[H-].[Na+].Cl.Cl[C:27]1[CH:32]=[CH:31][N:30]=[CH:29][C:28]=1[N+:33]([O-:35])=[O:34]>CN(C=O)C.CCOC(C)=O>[F:1][C:2]1[CH:3]=[C:4]([NH2:9])[CH:5]=[CH:6][C:7]=1[O:8][C:27]1[CH:32]=[CH:31][N:30]=[CH:29][C:28]=1[N+:33]([O-:35])=[O:34] |f:1.2,3.4|. Procedure: To 4-amino-2-fluorophenol (see Step A of Example 19, 127 mg, 1.0 mmol) in DMF (5 mL) at rt under nitrogen was added sodium hydride (80 mg, 2 mmol, 60%). After stirring at rt for 10 min, 4-chloro-3-nitropyridine hydrochloride (Lancaster, 195 mg, 1.0 mmol) was added. The mixture was stirred at rt for 1 h and was then diluted with EtOAc (50 mL) and washed with water, 10% aqueous lithium chloride solution, and then brine (1×30 mL each). The organic layer was dried over anhydrous Na2SO4 and concentra... The reactants are C1=NC=CC=2C(=CC=CC12)N (isoquinolin-5-amine), O=C1CCN(CCC1)C(=O)OC(C)(C)C (tert-butyl 4-oxoazepane-1-carboxylate), C(C1=CC=CC=C1)=O (benzaldehyde). The product is C(C1=CC=CC=C1)N1CCC(CCC1)NC=1C=2C=CN=CC2C=CC1 (N-(1-Benzylazepan-4-yl)isoquinolin-5-amine). Reaction SMILES: [CH:1]1[C:10]2[CH:9]=[CH:8][CH:7]=[C:6]([NH2:11])[C:5]=2[CH:4]=[CH:3][N:2]=1.O=[C:13]1[CH2:19][CH2:18][CH2:17][N:16]([C:20](OC(C)(C)C)=O)[CH2:15][CH2:14]1.C(=O)[C:28]1[CH:33]=[CH:32][CH:31]=[CH:30][CH:29]=1>>[CH2:20]([N:16]1[CH2:15][CH2:14][CH2:13][CH:19]([NH:11][C:6]2[C:5]3[CH:4]=[CH:3][N:2]=[CH:1][C:10]=3[CH:9]=[CH:8][CH:7]=2)[CH2:18][CH2:17]1)[C:28]1[CH:33]=[CH:32][CH:31]=[CH:30][CH:29]=1. Reported procedure: The title compound was prepared by reaction of isoquinolin-5-amine with tert-butyl 4-oxoazepane-1-carboxylate using the method of Example 3, followed by deprotection using the method of Example 4 and reaction with benzaldehyde following the method of Example 8.